This data is from the Open Reaction Database (ORD), a public repository of structured organic reaction records. The task is: describe an organic reaction: reactants, conditions, products, and yield Reactants: CC(=O)c1ccccn1, CC(=O)O, NC1CC1, C1CCOC1. Product: CC(NC1CC1)c1ccccn1. RXN SMILES: [C:1]([CH3:2])(=[O:3])[c:4]1[n:5][cH:6][cH:7][cH:8][cH:9]1.[CH3:19][C:20](=[O:21])[OH:22].[CH:10]1([NH2:13])[CH2:11][CH2:12]1.[O:14]1[CH2:15][CH2:16][CH2:17][CH2:18]1>>[CH:1]([CH3:2])([c:4]1[n:5][cH:6][cH:7][cH:8][cH:9]1)[NH:13][CH:10]1[CH2:11][CH2:12]1.